This data is from the Open Reaction Database (ORD), a public repository of structured organic reaction records. The task is: describe an organic reaction: reactants, conditions, products, and yield The reactants are BrC1=C(C2=CN(N=C2C=C1)C)C1C(C1)CNC(C)=O (N-{[2-(5-bromo-2-methyl-2H-indazol-4-yl)cyclopropyl]methyl}acetamide), C1(=CC=CC=C1)B(O)O (phenylboronic acid), C([O-])([O-])=O.[Na+].[Na+] (sodium carbonate), C(C)O (ethanol). Reagents/catalysts: C=1C=CC(=CC1)[P](C=2C=CC=CC2)(C=3C=CC=CC3)[Pd]([P](C=4C=CC=CC4)(C=5C=CC=CC5)C=6C=CC=CC6)([P](C=7C=CC=CC7)(C=8C=CC=CC8)C=9C=CC=CC9)[P](C=1C=CC=CC1)(C=1C=CC=CC1)C=1C=CC=CC1 (tetrakis(triphenylphosphine)palladium(0)). The solvent is C1(=CC=CC=C1)C (toluene), C(C)(=O)OCC (ethyl acetate). Reaction conditions: temperature 80 celsius. Yields the product CN1N=C2C=CC(=C(C2=C1)C1C(C1)CNC(C)=O)C1=CC=CC=C1 (N-{[2-(2-methyl-5-phenyl-2H-indazol-4-yl)cyclopropyl]methyl}acetamide). Yield: 99.9%. RXN SMILES: Br[C:2]1[CH:10]=[CH:9][C:8]2[C:4](=[CH:5][N:6]([CH3:11])[N:7]=2)[C:3]=1[CH:12]1[CH2:14][CH:13]1[CH2:15][NH:16][C:17](=[O:19])[CH3:18].[C:20]1(B(O)O)[CH:25]=[CH:24][CH:23]=[CH:22][CH:21]=1.C(=O)([O-])[O-].[Na+].[Na+].C(O)C>C(OCC)(=O)C.C1C=CC([P]([Pd]([P](C2C=CC=CC=2)(C2C=CC=CC=2)C2C=CC=CC=2)([P](C2C=CC=CC=2)(C2C=CC=CC=2)C2C=CC=CC=2)[P](C2C=CC=CC=2)(C2C=CC=CC=2)C2C=CC=CC=2)(C2C=CC=CC=2)C2C=CC=CC=2)=CC=1.C1(C)C=CC=CC=1>[CH3:11][N:6]1[CH:5]=[C:4]2[C:8]([CH:9]=[CH:10][C:2]([C:20]3[CH:25]=[CH:24][CH:23]=[CH:22][CH:21]=3)=[C:3]2[CH:12]2[CH2:14][CH:13]2[CH2:15][NH:16][C:17](=[O:19])[CH3:18])=[N:7]1 |f:2.3.4,^1:47,49,68,87|. Reported procedure: N-{[2-(5-Bromo-2-methyl-2H-indazol-4-yl)cyclopropyl]methyl}acetamide (100 mg, 0.310 mmol) obtained in Example 29, phenylboronic acid (94.6 mg, 0.776 mmol), 2 M aqueous sodium carbonate solution (3 mL) and tetrakis(triphenylphosphine)palladium(0) (35.8 mg, 0.031 mmol) were added to a mixed solution of ethanol (1.5 mL) and toluene (1.5 mL), and the mixture was stirred under nitrogen atmosphere with heating at 80° C. for 15 hr. The reaction solution was diluted with ethyl acetate, washed with water... Starting materials: [OH-].[Na+] (Sodium hydroxide), CN1C(N(C2=C(C1=O)C(=C(S2)CC2=CC=CC1=CC=CC=C21)SC2=CC(=CC=C2)[N+](=O)[O-])CC(C)C)=O (3-methyl-1-(2-methylpropyl)-6-(1-naphthalenylmethyl)-5-[(3-nitrophenyl)thio]thieno[2,3-d]pyrimidine-2,4-(1H, 3H)-dione), [Cl-].[NH4+] (ammonium chloride). The reagents and catalysts are [Fe] (iron). The solvent is C(C)O (ethanol), O (water). Run at time 30 minute. The product is CCCC(C)C (isohexane), NC=1C=C(C=CC1)SC1=C(SC=2N(C(N(C(C21)=O)C)=O)CC(C)C)CC2=CC=CC1=CC=CC=C21 (5-[(3-Aminophenyl)thio]-3-methyl-1-(2-methylpropyl)-6-(1-naphthalenylmethyl)thieno[2,3-d]pyrimidine-2,4-(1H, 3H)-dione). Yield: 72.4%. RXN SMILES: [CH3:1][N:2]1[C:7](=[O:8])[C:6]2[C:9]([S:23][C:24]3[CH:29]=[CH:28][CH:27]=[C:26]([N+:30]([O-])=O)[CH:25]=3)=[C:10]([CH2:12][C:13]3[C:22]4[C:17](=[CH:18][CH:19]=[CH:20][CH:21]=4)[CH:16]=[CH:15][CH:14]=3)[S:11][C:5]=2[N:4]([CH2:33][CH:34]([CH3:36])[CH3:35])[C:3]1=[O:37].[Cl-].[NH4+].[OH-].[Na+]>C(O)C.O.[Fe]>[CH3:12][CH2:10][CH2:9][CH:6]([CH3:7])[CH3:5].[NH2:30][C:26]1[CH:25]=[C:24]([S:23][C:9]2[C:6]3[C:7](=[O:8])[N:2]([CH3:1])[C:3](=[O:37])[N:4]([CH2:33][CH:34]([CH3:35])[CH3:36])[C:5]=3[S:11][C:10]=2[CH2:12][C:13]2[C:22]3[C:17](=[CH:18][CH:19]=[CH:20][CH:21]=3)[CH:16]=[CH:15][CH:14]=2)[CH:29]=[CH:28][CH:27]=1 |f:1.2,3.4|. Procedure: A suspension of the partially purified 3-methyl-1-(2-methylpropyl)-6-(1-naphthalenylmethyl)-5-[(3-nitrophenyl)thio]thieno[2,3-d]pyrimidine-2,4-(1H, 3H)-dione (Example 30, 1.20 g), iron powder (0.59 g) and ammonium chloride (0.56 g) in ethanol (5 ml) and water (5 ml) was heated at reflux for 2 hours, then cooled to room temperature. 2M Sodium hydroxide solution (50 ml) was added and the mixture was stirred for 30 minutes. The resulting solution was decanted from insoluble solid. The solid and sol... The reactants are CC1=CC=C(C=C1)S(=O)(=O)Cl (4-methylbenzenesulfonyl chloride), OC\C(=C/C1CC=CCC1)\C1=CC=C(C=C1)F (Z-1-hydroxymethyl-1-(4-fluorophenyl)-2-(3-cyclohexenyl)ethene). The solvent is C(Cl)Cl (methylene chloride), C(C)N(CC)CC (triethylamine). Run at time 24 hour. Yields the product CC1=CC=C(C=C1)S(=O)(=O)OC\C(=C/C1CC=CCC1)\C1=CC=C(C=C1)F (Z-1-(4-methylphenylsulfonyloxymethyl)-1-(4-fluorophenyl)-2-(3-cyclohexenyl)-ethene). Isolated yield 87.9%. As a reaction SMILES: [CH3:1][C:2]1[CH:7]=[CH:6][C:5]([S:8](Cl)(=[O:10])=[O:9])=[CH:4][CH:3]=1.[OH:12][CH2:13]/[C:14](/[C:22]1[CH:27]=[CH:26][C:25]([F:28])=[CH:24][CH:23]=1)=[CH:15]\[CH:16]1[CH2:21][CH2:20][CH:19]=[CH:18][CH2:17]1>C(Cl)Cl.C(N(CC)CC)C>[CH3:1][C:2]1[CH:7]=[CH:6][C:5]([S:8]([O:12][CH2:13]/[C:14](/[C:22]2[CH:27]=[CH:26][C:25]([F:28])=[CH:24][CH:23]=2)=[CH:15]\[CH:16]2[CH2:21][CH2:20][CH:19]=[CH:18][CH2:17]2)(=[O:10])=[O:9])=[CH:4][CH:3]=1. Procedure details: 32.5 g of 4-methylbenzenesulfonyl chloride are added, at room temperature, to a solution of 34 g of Z-1-hydroxymethyl-1-(4-fluorophenyl)-2-(3-cyclohexenyl)ethene in 200 ml of methylene chloride and 29 g of triethylamine. After 24 hours, the reaction mixture is washed with aqueous sodium bicarbonate solution and water, dried over sodium sulfate and evaporated down under reduced pressure. 49.7 g (95%) of Z-1-(4-methylphenylsulfonyloxymethyl)-1-(4-fluorophenyl)-2-(3-cyclohexenyl)-ethene are obtaine... Reactants: [H-].[Na+] (Sodium hydride), CC1=C(C=CC=C1[N+](=O)[O-])CCN(CCC)CCC (2-Methyl-3-nitro-N, N-Di-n-propyl phenyl ethyl amine), C(C(=O)OCC)(=O)OCC (Diethyl oxalate). Solvent: C1CCOC1 (THF), O1CCCC1 (Tetrahydrofuran). Reaction conditions: time 20 minute. Product: C(C)OC(C(=O)CC1=C(C=CC=C1CCN(CCC)CCC)[N+](=O)[O-])=O (Ethyl-6-(2-di-n-propylaminoethyl)-2-nitrophenylpyruvate). As a reaction SMILES: [H-].[Na+].[C:3]([O:10][CH2:11][CH3:12])(=[O:9])[C:4]([O:6]CC)=O.[CH3:13][C:14]1[C:19]([N+:20]([O-:22])=[O:21])=[CH:18][CH:17]=[CH:16][C:15]=1[CH2:23][CH2:24][N:25]([CH2:29][CH2:30][CH3:31])[CH2:26][CH2:27][CH3:28]>C1COCC1>[CH2:11]([O:10][C:3](=[O:9])[C:4]([CH2:13][C:14]1[C:15]([CH2:23][CH2:24][N:25]([CH2:29][CH2:30][CH3:31])[CH2:26][CH2:27][CH3:28])=[CH:16][CH:17]=[CH:18][C:19]=1[N+:20]([O-:22])=[O:21])=[O:6])[CH3:12] |f:0.1|. Reported procedure: Sodium hydride (7.5 g) is added to Tetrahydrofuran (125 ml) at ambient temperature under Nitrogen atmosphere and stirred for 10-30 minutes. Diethyl oxalate (20 ml) is added to reaction mixture and at 25-45° C. and stirred the solution for 15 minutes. 2-Methyl-3-nitro-N, N-Di-n-propyl phenyl ethyl amine free base as generated above is added to reaction mixture and stirred slowly under nitrogen atmosphere at 25-30° C. for 36-72 hours. After completion of reaction THF is distilled out from the reac... Starting materials: C(C1=CC=CC=C1)N1CCN(CC1)CCC1=CC=C(C=C1)CCC(=O)OCC (ethyl 3-{4-[2-(1-benzylpiperazin-4-yl)-ethyl]-phenyl}-propionate), [H][H] (hydrogen). Reagents/catalysts: [Pd] (palladium-charcoal). Run in C(C)O (ethanol). Yields the product N1(CCNCC1)CCC1=CC=C(C=C1)CCC(=O)OCC (Ethyl 3-{4-[2-(piperazin-1-yl)-ethyl]-phenyl}-propionate). RXN SMILES: C([N:8]1[CH2:13][CH2:12][N:11]([CH2:14][CH2:15][C:16]2[CH:21]=[CH:20][C:19]([CH2:22][CH2:23][C:24]([O:26][CH2:27][CH3:28])=[O:25])=[CH:18][CH:17]=2)[CH2:10][CH2:9]1)C1C=CC=CC=1.[H][H]>[Pd].C(O)C>[N:11]1([CH2:14][CH2:15][C:16]2[CH:21]=[CH:20][C:19]([CH2:22][CH2:23][C:24]([O:26][CH2:27][CH3:28])=[O:25])=[CH:18][CH:17]=2)[CH2:12][CH2:13][NH:8][CH2:9][CH2:10]1. Reported procedure: A mixture of 57 g. (0.126 mole) ethyl 3-{4-[2-(1-benzylpiperazin-4-yl)-ethyl]-phenyl}-propionate and 200 ml. ethanol is hydrogenated, with the addition of 10% palladium-charcoal, at 50° C. and 50 bar hydrogen pressure in a shaking autoclave, then allowed to cool and filtered. After evaporation, the residue is dissolved in diethyl ether. The dihydrochloride is now precipitated out by adding hydrogen chloride-containing diethyl ether. The dihydrochloride is triturated with ethanol and filtered off... Procedure: The title compound was synthesized from 4-(4-((2-fluoro-4-(1H-tetrazol-1-yl)phenoxy)methyl)-2H-1,2,3-triazol-2-yl)-2-methylpiperidine hydrochloride and 2-(methylsulfonyl)-5-(trifluoromethyl)pyrimidine in a manner similar to that described in Example 9. The title compound was isolated as a mixture of four stereoisomers. RXN SMILES: Cl.[F:2][C:3]1[CH:22]=[C:21]([N:23]2[CH:27]=[N:26][N:25]=[N:24]2)[CH:20]=[CH:19][C:4]=1[O:5][CH2:6][C:7]1[CH:11]=[N:10][N:9]([CH:12]2[CH2:17][CH2:16][NH:15][CH:14]([CH3:18])[CH2:13]2)[N:8]=1.CS([C:32]1[N:37]=[CH:36][C:35]([C:38]([F:41])([F:40])[F:39])=[CH:34][N:33]=1)(=O)=O>>[F:2][C:3]1[CH:22]=[C:21]([N:23]2[CH:27]=[N:26][N:25]=[N:24]2)[CH:20]=[CH:19][C:4]=1[O:5][CH2:6][C:7]1[CH:11]=[N:10][N:9]([CH:12]2[CH2:17][CH2:16][N:15]([C:32]3[N:37]=[CH:36][C:35]([C:38]([F:41])([F:40])[F:39])=[CH:34][N:33]=3)[CH:14]([CH3:18])[CH2:13]2)[N:8]=1 |f:0.1|. Starting materials: Cl.FC1=C(OCC2=NN(N=C2)C2CC(NCC2)C)C=CC(=C1)N1N=NN=C1 (4-(4-((2-fluoro-4-(1H-tetrazol-1-yl)phenoxy)methyl)-2H-1,2,3-triazol-2-yl)-2-methylpiperidine hydrochloride), CS(=O)(=O)C1=NC=C(C=N1)C(F)(F)F (2-(methylsulfonyl)-5-(trifluoromethyl)pyrimidine). Product: FC1=C(OCC2=NN(N=C2)C2CC(N(CC2)C2=NC=C(C=N2)C(F)(F)F)C)C=CC(=C1)N1N=NN=C1 (2-(4-(4-((2-Fluoro-4-(1H-tetrazol-1-yl)phenoxy)methyl)-2H-1,2,3-triazol-2-yl)-2-methylpiperidin-1-yl)-5-(trifluoromethyl)pyrimidine).